Dataset: the Open Reaction Database (ORD), a public repository of structured organic reaction records. Task: describe an organic reaction: reactants, conditions, products, and yield Reactants: [Al+3], [BH4-], C1CCOC1, Cc1ccccc1, Cc1cc(C)cc([PH](=O)c2cc(C)cc(C)c2)c1, [Ce+3], [Cl-], [Cl-], [Cl-], [H-], [H-], [H-], [H-], [Li+], [Na+], O. The product is B, Cc1cc(C)cc(Pc2cc(C)cc(C)c2)c1. As a reaction SMILES: [Al+3:26].[BH4-:5].[CH2:31]1[O:32][CH2:33][CH2:34][CH2:35]1.[CH3:36][c:37]1[cH:38][cH:39][cH:40][cH:41][cH:42]1.[CH3:7][c:8]1[cH:9][c:10]([PH:15]([c:16]2[cH:17][c:18]([CH3:23])[cH:19][c:20]([CH3:22])[cH:21]2)=[O:24])[cH:11][c:12]([CH3:14])[cH:13]1.[Ce+3:2].[Cl-:1].[Cl-:3].[Cl-:4].[H-:25].[H-:28].[H-:29].[H-:30].[Li+:27].[Na+:6].[OH2:43]>>[BH3:5].[CH3:7][c:8]1[cH:9][c:10]([PH:15][c:16]2[cH:17][c:18]([CH3:23])[cH:19][c:20]([CH3:22])[cH:21]2)[cH:11][c:12]([CH3:14])[cH:13]1. As a reaction SMILES: [F:1][C:2]([F:23])([F:22])[C:3]1[CH:4]=[C:5]([C:9]2[N:18]=[C:17]([C:19]([OH:21])=O)[C:16]3[C:11](=[CH:12][CH:13]=[CH:14][CH:15]=3)[N:10]=2)[CH:6]=[CH:7][CH:8]=1.Cl.[OH:25][C:26]1[C:35]([O:36][CH3:37])=[CH:34][CH:33]=[C:32]2[C:27]=1[CH2:28][CH2:29][NH:30][CH2:31]2>>[F:23][C:2]([F:22])([F:1])[C:3]1[CH:4]=[C:5]([C:9]2[N:18]=[C:17]([C:19]([N:30]3[CH2:29][CH2:28][C:27]4[C:32](=[CH:33][CH:34]=[C:35]([O:36][CH3:37])[C:26]=4[OH:25])[CH2:31]3)=[O:21])[C:16]3[C:11](=[CH:12][CH:13]=[CH:14][CH:15]=3)[N:10]=2)[CH:6]=[CH:7][CH:8]=1 |f:1.2|. Yields the product FC(C=1C=C(C=CC1)C1=NC2=CC=CC=C2C(=N1)C(=O)N1CC2=CC=C(C(=C2CC1)O)OC)(F)F (2-[[2-(3-(trifluoromethyl)phenyl)quinazolin-4-yl]carbonyl]-5-hydroxy-6-methoxy-1,2,3,4-tetrahydroisoquinoline). Reactants: FC(C=1C=C(C=CC1)C1=NC2=CC=CC=C2C(=N1)C(=O)O)(F)F (2-(3-(trifluoromethyl)phenyl)quinazoline-4-carboxylic acid), Cl.OC1=C2CCNCC2=CC=C1OC (5-hydroxy-6-methoxy-1,2,3,4-tetrahydroisoquinoline hydrochloride). Procedure details: Reaction of 2-(3-(trifluoromethyl)phenyl)quinazoline-4-carboxylic acid with 5-hydroxy-6-methoxy-1,2,3,4-tetrahydroisoquinoline hydrochloride gave compound 52 (18% yield) as a white solid. 1H NMR (300 MHz, DMSO-d6) δ 2.63 and 2.91 (2t, 2H), 3.51 and 4.04 (2t, 2H), 3.74 and 3.80 (2s, 3H), 4.40 and 4.93 (2s, 2H), 6.31 and 6.77 (2d, 1H), 6.70 and 6.91 (2d, 1H), 7.74-8.01 (m, 4H), 8.10-8.16 (m, 1H), 8.20-8.26 (m, 1H), 8.67 and 8.72 (2s, 1H), 8.73-8.85 (m, 2H); MS (ESI) m/z 480 ([M+H]+). The yield is 18.0%. The reactants are TEA, IC1=CC2=C(NC(=N2)[C@H]2N(C[C@H](C2)C)C(=O)OC(C)(C)C)C=C1 (tert-butyl (2S,4S)-2-(5-iodo-1H-benzimidazol-2-yl)-4-methyl-pyrrolidine-1-carboxylate), C(Cl)Cl (CH2Cl2), C(#C)C1=CC=C(C=C1)C=1N=C(NC1)[C@H]1N(C[C@H](C1)C)C(=O)OC(C)(C)C (tert-butyl (2S,4S)-2-[4-(4-ethynylphenyl)-1H-imidazol-2-yl]-4-methyl-pyrrolidine-1-carboxylate), Pd(DPPF)(Cl)2. The reagents and catalysts are [Cu]I (CuI). The solvent is CN(C)C=O (DMF). Reaction conditions: time 8 hour. Product: C(C)(C)(C)OC(=O)N1[C@@H](C[C@@H](C1)C)C1=NC2=C(N1)C=CC(=C2)C#CC2=CC=C(C=C2)C=2N=C(NC2)[C@H]2N(C[C@H](C2)C)C(=O)OC(C)(C)C (tert-butyl (2S,4S)-2-[4-[4-[2-[2-[(2S,4S)-1-tert-butoxycarbonyl-4-methyl-pyrrolidin-2-yl]-1H-benzimidazol-5-yl]ethynyl]phenyl]-1H-imidazol-2-yl]-4-methyl-pyrrolidine-1-carboxylate). Yield: 66.2%. As a reaction SMILES: I[C:2]1[CH:23]=[CH:22][C:5]2[NH:6][C:7]([C@@H:9]3[CH2:13][C@H:12]([CH3:14])[CH2:11][N:10]3[C:15]([O:17][C:18]([CH3:21])([CH3:20])[CH3:19])=[O:16])=[N:8][C:4]=2[CH:3]=1.[C:24]([C:26]1[CH:31]=[CH:30][C:29]([C:32]2[N:33]=[C:34]([C@@H:37]3[CH2:41][C@H:40]([CH3:42])[CH2:39][N:38]3[C:43]([O:45][C:46]([CH3:49])([CH3:48])[CH3:47])=[O:44])[NH:35][CH:36]=2)=[CH:28][CH:27]=1)#[CH:25].C(Cl)Cl>CN(C=O)C.[Cu]I>[C:18]([O:17][C:15]([N:10]1[CH2:11][C@@H:12]([CH3:14])[CH2:13][C@H:9]1[C:7]1[NH:6][C:5]2[CH:22]=[CH:23][C:2]([C:25]#[C:24][C:26]3[CH:31]=[CH:30][C:29]([C:32]4[N:33]=[C:34]([C@@H:37]5[CH2:41][C@H:40]([CH3:42])[CH2:39][N:38]5[C:43]([O:45][C:46]([CH3:47])([CH3:49])[CH3:48])=[O:44])[NH:35][CH:36]=4)=[CH:28][CH:27]=3)=[CH:3][C:4]=2[N:8]=1)=[O:16])([CH3:21])([CH3:20])[CH3:19]. Procedure: To a solution of tert-butyl (2S,4S)-2-(5-iodo-1H-benzimidazol-2-yl)-4-methyl-pyrrolidine-1-carboxylate (68.5 mg, 0.16 mmol) in DMF (3 mL) are sequentially added tert-butyl (2S,4S)-2-[4-(4-ethynylphenyl)-1H-imidazol-2-yl]-4-methyl-pyrrolidine-1-carboxylate (47 mg, 0.13 mmol), Pd(DPPF)(Cl)2.CH2Cl2 (5.4 mg, 0.0067 mmol). The mixture is degassed well under vacuum and to it is added TEA (37 uL, 0.27 mmol), followed by CuI (1.2 mg, 0.0067 mmol). Then the reaction mixture is stirred under nitrogen at r... Reactants: C(C)C=1C(=C(SC1C)N=C=S)C(=O)OC (methyl 4-ethyl-2-isothiocyanato-5-methylthiophene-3-carboxylate), CC=1N=CN(C1)CCCN (3-(4-methyl-1H-imidazol-1-yl)propan-1-amine). Product: CC1=C(SC=2NC(N(C(C21)=O)CCCN2C=NC(=C2)C)=S)C (2,3-dihydro-5,6-dimethyl-3-(3-(4-methyl-1H-imidazol-1-yl)propyl)-2-thioxothieno[2,3-d]pyrimidin-4(1H)-one). As a reaction SMILES: [CH2:1]([C:3]1[C:4]([C:12]([O:14]C)=O)=[C:5]([N:9]=[C:10]=[S:11])[S:6][C:7]=1[CH3:8])C.[CH3:16][C:17]1[N:18]=[CH:19][N:20]([CH2:22][CH2:23][CH2:24][NH2:25])[CH:21]=1>>[CH3:1][C:3]1[C:4]2[C:12](=[O:14])[N:25]([CH2:24][CH2:23][CH2:22][N:20]3[CH:21]=[C:17]([CH3:16])[N:18]=[CH:19]3)[C:10](=[S:11])[NH:9][C:5]=2[S:6][C:7]=1[CH3:8]. Procedure: The compound was synthesized starting from methyl 4-ethyl-2-isothiocyanato-5-methylthiophene-3-carboxylate (0.110 g. 0.46 mmol) and 3-(4-methyl-1H-imidazol-1-yl)propan-1-amine (9) (0.063 g, 0.46 mmol) as described above. As a reaction SMILES: [CH3:37][S:38](=[O:39])(=[O:40])[CH2:41][CH2:42][CH2:43][N:44]1[CH2:45][CH2:46][NH:47][CH2:48][CH2:49]1.[Cl:1][c:2]1[cH:3][cH:4][c:5]([CH:8]2[N:9]=[C:10]([c:23]3[c:24]([O:34][CH2:35][CH3:36])[cH:25][c:26]([C:29]([CH3:30])([CH3:31])[C:32]#[N:33])[cH:27][cH:28]3)[N:11]([C:20](=[O:21])[Cl:22])[CH:12]2[c:13]2[cH:14][cH:15][c:16]([Cl:19])[cH:17][cH:18]2)[cH:6][cH:7]1>>[Cl:1][c:2]1[cH:3][cH:4][c:5]([CH:8]2[N:9]=[C:10]([c:23]3[c:24]([O:34][CH2:35][CH3:36])[cH:25][c:26]([C:29]([CH3:30])([CH3:31])[C:32]#[N:33])[cH:27][cH:28]3)[N:11]([C:20](=[O:21])[N:47]3[CH2:46][CH2:45][N:44]([CH2:43][CH2:42][CH2:41][S:38]([CH3:37])(=[O:39])=[O:40])[CH2:49][CH2:48]3)[CH:12]2[c:13]2[cH:14][cH:15][c:16]([Cl:19])[cH:17][cH:18]2)[cH:6][cH:7]1. Product: CCOc1cc(C(C)(C)C#N)ccc1C1=NC(c2ccc(Cl)cc2)C(c2ccc(Cl)cc2)N1C(=O)N1CCN(CCCS(C)(=O)=O)CC1. Reactants: CS(=O)(=O)CCCN1CCNCC1, CCOc1cc(C(C)(C)C#N)ccc1C1=NC(c2ccc(Cl)cc2)C(c2ccc(Cl)cc2)N1C(=O)Cl. The reactants are C([O-])([O-])=O.[NH4+].[NH4+] (Ammonium carbonate), BrC=1C=C(C=CC1)C1(CC1)CC(=O)O (1-(3-bromophenyl)cyclopropylacetic acid), C=1C=CC2=C(C1)N=NN2O (HOBt), CCN=C=NCCCN(C)C.Cl (EDCl), Cl (HCl). Run in CCN(CC)CC (Et3N), CN(C)C=O (DMF), CCOC(=O)C (EtOAc). The product is BrC=1C=C(C=CC1)C1(CC1)C(=O)N (1-(3-Bromophenyl)cyclopropanecarboxamide), solid. Isolated yield 89.0%. As a reaction SMILES: [C:1](=[O:4])([O-])[O-].[NH4+].[NH4+].[Br:7][C:8]1[CH:9]=[C:10]([C:14]2(CC(O)=O)[CH2:16][CH2:15]2)[CH:11]=[CH:12][CH:13]=1.C1C=CC2N(O)N=[N:27]C=2C=1.CCN=C=NCCCN(C)C.Cl.Cl>CCN(CC)CC.CN(C=O)C.CCOC(C)=O>[Br:7][C:8]1[CH:9]=[C:10]([C:14]2([C:1]([NH2:27])=[O:4])[CH2:16][CH2:15]2)[CH:11]=[CH:12][CH:13]=1 |f:0.1.2,5.6|. Procedure: Ammonium carbonate (7.97 g 83.0 mmol) was added to a suspension of 1-(3-bromophenyl)cyclopropylacetic acid (2.00 g, 8.30 mmol), HOBt (1.68 g, 12.4 mmol) and EDCl.HCl (2.39 g, 12.4 mmol) in Et3N (5 mL) and DMF (25 mL) and the mixture was stirred at room temperature overnight. EtOAc (150 mL) was added and the organic layer was washed with sat. NaHCO3 solution (100 mL), 0.5 M citric acid solution (3×100 mL), water (100 mL), brine (50 mL) and dried (Na2SO4). The volatiles were removed in vacuo to yi...